The task is: describe an organic reaction: reactants, conditions, products, and yield. This data is from the Open Reaction Database (ORD), a public repository of structured organic reaction records. Starting materials: C1(=CC=CC=C1)C=1N=CNC1 (4-phenylimidazole), [H-].[Na+] (NaH), C[Si](C)(C)CCOCCl (SEMCl). Yields the product C1(=CC=CC=C1)C=1N=CN(C1)COCC[Si](C)(C)C (4-Phenyl-1-(2-trimethylsilanyl-ethoxymethyl)-1H-imidazole). Isolated yield 65.5%. As a reaction SMILES: [C:1]1([C:7]2[N:8]=[CH:9][NH:10][CH:11]=2)[CH:6]=[CH:5][CH:4]=[CH:3][CH:2]=1.[H-].[Na+].[CH3:14][Si:15]([CH2:18][CH2:19][O:20][CH2:21]Cl)([CH3:17])[CH3:16]>>[C:1]1([C:7]2[N:8]=[CH:9][N:10]([CH2:21][O:20][CH2:19][CH2:18][Si:15]([CH3:17])([CH3:16])[CH3:14])[CH:11]=2)[CH:2]=[CH:3][CH:4]=[CH:5][CH:6]=1 |f:1.2|. Reported procedure: Reaction of 4-phenylimidazole (400 mg, 2.78 mmol), NaH (60%, 108 mg, 2.70 mmol), and SEMCl (520 uL/2.94 mmol) followed by column chromatography on silica gel (hexane/EtOAC 1:1) gave the title compound (500 mg, 67%) as a yellow oil. 1H NMR (300 MHz, CDCl3) δ 0.00 (s, 9H), 0.92 (t, 2H, J=9.0 Hz), 3.54 (t, 2H, J=9.0 Hz), 5.27 (s, 2H), 7.17 (s, 1H), 7.37–7.47 (m, 3H), 7.56 (d, 2H, J=9.0 Hz), 7.68 (s, 1H). ES-MS m/z 275 (M+H). The reactants are C1CCOC1, COC(=O)C(N)CC(C)C, Cl, O=C1NC(C(=O)O)CS1. The product is COC(=O)C(CC(C)C)NC(=O)C1CSC(=O)N1. Reaction SMILES: [CH2:21]1[O:22][CH2:23][CH2:24][CH2:25]1.[CH3:11][O:12][C:13]([CH:14]([NH2:15])[CH2:16][CH:17]([CH3:18])[CH3:19])=[O:20].[ClH:10].[O:1]=[C:2]1[S:3][CH2:4][CH:5]([C:7](=[O:8])[OH:9])[NH:6]1>>[O:1]=[C:2]1[S:3][CH2:4][CH:5]([C:7](=[O:9])[NH:15][CH:14]([C:13]([O:12][CH3:11])=[O:20])[CH2:16][CH:17]([CH3:18])[CH3:19])[NH:6]1. Reactants: ClCCl, CCOC(=O)N1CCc2c(oc3c(OC)cccc23)C1, COC(Cl)Cl, [Cl-], O. Product: CCOC(=O)N1CCc2c(oc3c(OC)ccc(C=O)c23)C1. Reaction SMILES: [CH2:27]([Cl:28])[Cl:29].[CH3:1][O:2][c:3]1[cH:4][cH:5][cH:6][c:7]2[c:8]1[o:9][c:10]1[c:15]2[CH2:14][CH2:13][N:12]([C:16](=[O:17])[O:18][CH2:19][CH3:20])[CH2:11]1.[CH3:22][O:23][CH:24]([Cl:25])[Cl:26].[Cl-:21].[OH2:30]>>[CH3:1][O:2][c:3]1[cH:4][cH:5][c:6]([CH:22]=[O:23])[c:7]2[c:8]1[o:9][c:10]1[c:15]2[CH2:14][CH2:13][N:12]([C:16](=[O:17])[O:18][CH2:19][CH3:20])[CH2:11]1. Starting materials: SC=1NC(C2=C(N1)N(N=C2)C)=O (4,5-dihydro-6-mercapto-1-methylpyrazolo[3,4-d]pyrimidin-4(1H)-one), C([O-])([O-])=O.[K+].[K+] (potassium carbonate), BrCCCCBr (1,4-dibromobutane). Solvent: CN(C=O)C (dimethylformamide). Conditions: temperature 80 celsius, time 6 hour. Product: CN1N=CC2=C1N=C1SCCCCN1C2=O (1-Methyl-6,7,8,9-tetrahydropyrazolo[3',4':4,5]pyrimido[2,1-b]-[1,3]thiazepin-4(1H)-one). Yield: 22.0%. As a reaction SMILES: [SH:1][C:2]1[NH:3][C:4](=[O:12])[C:5]2[CH:10]=[N:9][N:8]([CH3:11])[C:6]=2[N:7]=1.C(=O)([O-])[O-].[K+].[K+].Br[CH2:20][CH2:21][CH2:22][CH2:23]Br>CN(C)C=O>[CH3:11][N:8]1[C:6]2[N:7]=[C:2]3[N:3]([C:4](=[O:12])[C:5]=2[CH:10]=[N:9]1)[CH2:23][CH2:22][CH2:21][CH2:20][S:1]3 |f:1.2.3|. Procedure: In 120 ml of dimethylformamide was dissolved 6.0 g (32.9 mmol) of 4,5-dihydro-6-mercapto-1-methylpyrazolo[3,4-d]pyrimidin-4(1H)-one [Helv. Chim. Acta, 42, 349 (1959)], and 13.7 g (98.8 mmol) of potassium carbonate and 5.90 ml (49.4 mmol) of 1,4-dibromobutane were added to the solution, followed by stirring at 80° C. for 6 hours. After evaporation of the solvent, the residue was subjected to partition between chloroform and water, and the chloroform layer was concentrated to dryness under reduced... Starting materials: O=C(CCCCCCCBr)c1ccc2ccccc2c1, O=C([O-])O, Cc1ccccc1, CCN(C(C)C)C(C)C, Nc1ccccc1N, [Na+], CN(C)C=O. Yields the product Nc1ccccc1NCCCCCCCC(=O)c1ccc2ccccc2c1. RXN SMILES: [Br:1][CH2:2][CH2:3][CH2:4][CH2:5][CH2:6][CH2:7][CH2:8][C:9](=[O:10])[c:11]1[cH:12][c:13]2[cH:14][cH:15][cH:16][cH:17][c:18]2[cH:19][cH:20]1.[C:38](=[O:39])([OH:40])[O-:41].[CH3:43][c:44]1[cH:45][cH:46][cH:47][cH:48][cH:49]1.[CH:29]([N:30]([CH2:31][CH3:32])[CH:33]([CH3:34])[CH3:35])([CH3:36])[CH3:37].[NH2:21][c:22]1[cH:23][cH:24][cH:25][cH:26][c:27]1[NH2:28].[Na+:42].[O:50]=[CH:51][N:52]([CH3:53])[CH3:54]>>[CH2:2]([CH2:3][CH2:4][CH2:5][CH2:6][CH2:7][CH2:8][C:9](=[O:10])[c:11]1[cH:12][c:13]2[cH:14][cH:15][cH:16][cH:17][c:18]2[cH:19][cH:20]1)[NH:28][c:27]1[c:22]([NH2:21])[cH:23][cH:24][cH:25][cH:26]1.